This data is from the Open Reaction Database (ORD), a public repository of structured organic reaction records. The task is: describe an organic reaction: reactants, conditions, products, and yield Starting materials: C(C)C(C=O)=CC[C@@H]1C(C(CC1)C)(C)C (2-Ethyl-4-[(1R)-2,2,3-trimethylcyclopentyl]but-2-enal), [BH4-].[Na+] (sodium borohydride), ice. Solvent: C(C)O (ethanol). Run at time 2 hour. Product: C(C)C(CO)=CC[C@@H]1C(C(CC1)C)(C)C (2-Ethyl-4-[(1R)-2,2,3-trimethylcyclopentyl]but-2-en-1-ol). Yield: 68.0%. Reaction SMILES: [CH2:1]([C:3](=[CH:6][CH2:7][C@H:8]1[CH2:12][CH2:11][CH:10]([CH3:13])[C:9]1([CH3:15])[CH3:14])[CH:4]=[O:5])[CH3:2].[BH4-].[Na+]>C(O)C>[CH2:1]([C:3](=[CH:6][CH2:7][C@H:8]1[CH2:12][CH2:11][CH:10]([CH3:13])[C:9]1([CH3:14])[CH3:15])[CH2:4][OH:5])[CH3:2] |f:1.2|. Reported procedure: 2-Ethyl-4-[(1R)-2,2,3-trimethylcyclopentyl]but-2-enal (3a; 8.5 g, 41 mmol) was added dropwise within 10 min. to a stirred suspension of sodium borohydride (1.9 g, 50 mmol) in ethanol (100 ml) at 5-10° C. After additional 2 h stirring at room temperature, the reaction mixture was poured into an ice-cold 0.1 N HCl solution and extracted with MTBE (200 ml). The extract was washed with ice-cold brine (2×100 ml), dried (MgSO4), concentrated in vacuo and the residue was distilled under reduced pressur... Reactants: C(=O)(OC)C1=NC=CC2=C1NC1=CC=CC=C21 (1-carbomethoxy-9H-pyrido[3,4-b]indole), [OH-].[Na+] (sodium hydroxide). Run in CO (methanol). Product: C(=O)(O)C1=NC=CC2=C1NC1=CC=CC=C21 (1-carboxy-9H-pyrido[3,4-b]indole). Isolated yield 74.6%. Reaction SMILES: [C:1]([C:5]1[C:10]2[NH:11][C:12]3[C:17]([C:9]=2[CH:8]=[CH:7][N:6]=1)=[CH:16][CH:15]=[CH:14][CH:13]=3)([O:3]C)=[O:2].[OH-].[Na+]>CO>[C:1]([C:5]1[C:10]2[NH:11][C:12]3[C:17]([C:9]=2[CH:8]=[CH:7][N:6]=1)=[CH:16][CH:15]=[CH:14][CH:13]=3)([OH:3])=[O:2] |f:1.2|. Procedure details: In 30 ml of methanol was dissolved 0.5 g of 1-carbomethoxy-9H-pyrido[3,4-b]indole and to this solution was added 2 ml of 10% aqueous sodium hydroxide. The mixture was refluxed at water bath temperature for 6 hours, the methanol removed by distillation, the residue neutralized with 10% hydrochloric acid and the resultant crystals recovered by filtration. Recrystallization from methanol yields 350 mg of 1-carboxy-9H-pyrido[3,4-b]indole as colorless needles, m.p. 239°-240° C. (decomp.). Mol. wt. (b... Reactants: C(C)(=O)OC1=CC=C(C=C1)Cl (p-chlorophenyl acetate), C(C)(=O)OC(=C)C (isopropenyl acetate). Yields the product C(C)(=O)O[C@H](C)C1=CC=CC=C1 ((R)-1-phenylethyl acetate). Yield: 95.0%. As a reaction SMILES: C(O[C:5]1[CH:10]=[CH:9][C:8](Cl)=[CH:7][CH:6]=1)(=O)C.[C:12]([O:15][C:16](C)=[CH2:17])(=[O:14])[CH3:13]>>[C:12]([O:15][C@@H:16]([C:5]1[CH:6]=[CH:7][CH:8]=[CH:9][CH:10]=1)[CH3:17])(=[O:14])[CH3:13]. Procedure details: The procedure of Example 1 was repeated except that 3 molar equivalents of p-chlorophenyl acetate (a conventional acylating agent) was used in place of isopropenyl acetate in the presence of three times the amount of the enzyme catalyst used in Example 1 over a reaction period of 42 hours, to obtain (R)-1-phenylethyl acetate having an optical purity of higher than 99%, at a yield of 95%.